Task: describe an organic reaction: reactants, conditions, products, and yield. Dataset: the Open Reaction Database (ORD), a public repository of structured organic reaction records The reactants are CCCCCNC(=O)c1ccc2c(c1)C(=O)c1ccccc1C2=O, NCCO, NCCCCCO, NP(O)O, O=C(Cl)c1ccc2c(c1)C(=O)c1ccccc1C2=O. Product: O=C(NCCCCCO)c1ccc2c(c1)C(=O)c1ccccc1C2=O. RXN SMILES: [CH2:5]([CH2:6][CH2:7][CH2:8][CH3:9])[NH:10][C:11](=[O:12])[c:13]1[cH:14][c:15]2[c:24]([cH:25][cH:26]1)[C:23](=[O:27])[c:22]1[c:17]([cH:18][cH:19][cH:20][cH:21]1)[C:16]2=[O:28].[NH2:48][CH2:49][CH2:50][OH:51].[NH2:52][CH2:53][CH2:54][CH2:55][CH2:56][CH2:57][OH:58].[P:1]([NH2:2])([OH:3])[OH:4].[cH:29]1[c:30]2[c:40]([cH:41][cH:42][c:44]1[C:45]([Cl:46])=[O:47])[C:38](=[O:39])[c:33]1[c:32]([cH:37][cH:36][cH:35][cH:34]1)[C:31]2=[O:43]>>[CH2:5]([CH2:6][CH2:7][CH2:8][CH2:9][OH:43])[NH:10][C:11](=[O:12])[c:13]1[cH:14][c:15]2[c:24]([cH:25][cH:26]1)[C:23](=[O:27])[c:22]1[c:17]([cH:18][cH:19][cH:20][cH:21]1)[C:16]2=[O:28].